From a dataset of the Open Reaction Database (ORD), a public repository of structured organic reaction records. describe an organic reaction: reactants, conditions, products, and yield Starting materials: C(C)O (ethanol), FC1=C(CC2=NC(=C3N2C=CC=C3)C#N)C=CC=C1 (3-(2-Fluorobenzyl)imidazo[1,5-a]pyridine-1-carbonitrile), C(CCC)[Sn](CCCC)=O (dibutyltin oxide), C[Si](C)(C)N=[N+]=[N-] (trimethylsilyl azide). Solvent: C1(=CC=CC=C1)C (toluene). Run at time 15 hour. Yields the product FC1=C(CC2=NC(=C3N2C=CC=C3)C3=NN=NN3)C=CC=C1 (3-(2-Fluorobenzyl)-1-(1H-tetrazol-5-yl)imidazo[1,5-a]pyridine). RXN SMILES: [F:1][C:2]1[CH:19]=[CH:18][CH:17]=[CH:16][C:3]=1[CH2:4][C:5]1[N:9]2[CH:10]=[CH:11][CH:12]=[CH:13][C:8]2=[C:7]([C:14]#[N:15])[N:6]=1.C([Sn](=O)CCCC)CCC.C[Si]([N:34]=[N+:35]=[N-:36])(C)C.C(O)C>C1(C)C=CC=CC=1>[F:1][C:2]1[CH:19]=[CH:18][CH:17]=[CH:16][C:3]=1[CH2:4][C:5]1[N:9]2[CH:10]=[CH:11][CH:12]=[CH:13][C:8]2=[C:7]([C:14]2[NH:36][N:35]=[N:34][N:15]=2)[N:6]=1. Procedure details: A solution of 188 mg (0.75 mmol) of 3-(2-fluorobenzyl)imidazo[1,5-a]pyridine-1-carbonitrile from example 18A, 18.6 mg (0.075 mmol) of dibutyltin oxide and 172 mg (1.50 mmol) of trimethylsilyl azide in 5 ml of toluene is heated under reflux for 20 h. Cooling is followed by addition of 5 ml of ethanol and stirring at RT for 15 h. The mixture is then concentrated, mixed with water and extracted with ethyl acetate. The organic phase is concentrated in vacuo, and the residue is purified by preparativ... Reactants: NC1=C(C=C(C(=O)O)C=C1)C (4-Amino-3-methylbenzoic acid), C(=O)(OC(C)(C)C)NC1=CC=C(C(=O)O)C=C1 (N-BOC-4-aminobenzoic acid). The product is C(=O)(OC(C)(C)C)NC1=C(C=C(C(=O)O)C=C1)C (N-BOC-4-Amino-3-methylbenzoic acid). RXN SMILES: [NH2:1][C:2]1[CH:10]=[CH:9][C:5]([C:6]([OH:8])=[O:7])=[CH:4][C:3]=1[CH3:11].[C:12](NC1C=CC(C(O)=O)=CC=1)([O:14][C:15]([CH3:18])([CH3:17])[CH3:16])=[O:13]>>[C:12]([NH:1][C:2]1[CH:10]=[CH:9][C:5]([C:6]([OH:8])=[O:7])=[CH:4][C:3]=1[CH3:11])([O:14][C:15]([CH3:18])([CH3:17])[CH3:16])=[O:13]. Procedure: 4-Amino-3-methylbenzoic acid (5 g, 33.1 mmol) was reacted according to the same procedure as that used in the process for preparing N-BOC-4-aminobenzoic acid. The resulting orange-brown solid was recrystallized from ethyl acetate and hexanes to provide the desired product (4.99 g) as tan prismatic crystals: m.p. 180-182° C.; 1H NMR (CD3OD) d 1.51 (9h, s), 2.27 (3H, s), 7.66 (1H, d, J=8.1 Hz), 7.79-7.82 (2H, m), 8.32 (1H, s); 13C NMR (CD3OD) d 17.98, 28.62, 81.47, 123.12, 127.05, 129.14, 130.65, ... Reactants: CC=1OC(=C(N1)C)C(=O)O (2,4-dimethyl-oxazole-5-carboxylic acid), C(C(=O)Cl)(=O)Cl (oxalyl chloride). The solvent is C(Cl)Cl (DCM). Reaction conditions: time 30 minute. Yields the product CC=1OC(=C(N1)C)C(=O)Cl (2,4-dimethyl-oxazole-5-carbonyl chloride). As a reaction SMILES: [CH3:1][C:2]1[O:3][C:4]([C:8]([OH:10])=O)=[C:5]([CH3:7])[N:6]=1.C(Cl)(=O)C([Cl:14])=O>C(Cl)Cl>[CH3:1][C:2]1[O:3][C:4]([C:8]([Cl:14])=[O:10])=[C:5]([CH3:7])[N:6]=1. Procedure details: To a stirring solution of 2,4-dimethyl-oxazole-5-carboxylic acid (30 mg) in DCM (2.0 mL), oxalyl chloride (3.0 eq) was added at room temperature. The reaction mixture was stirred for 30 minutes. Solvents were evaporated and dried under vaccuo to afford 2,4-dimethyl-oxazole-5-carbonyl chloride. The reactants are OCC(C)(CO)CO (1,1,1-tris(hydroxymethyl)ethane), COC(C)(C)OC (2,2-dimethoxypropane), S(O)(O)(=O)=O (sulfuric acid). The solvent is CC(=O)C (acetone). Reaction conditions: temperature 0 celsius, time 2 hour. The product is CC1(COC(OC1)(C)C)CO ((1,4,4-trimethyl-3,5-dioxanyl)methane-1-ol). The yield is 72.0%. RXN SMILES: [OH:1][CH2:2][C:3]([CH2:7][OH:8])([CH2:5][OH:6])[CH3:4].CO[C:11](OC)([CH3:13])[CH3:12].S(=O)(=O)(O)O>CC(C)=O>[CH3:4][C:3]1([CH2:7][OH:8])[CH2:5][O:6][C:11]([CH3:13])([CH3:12])[O:1][CH2:2]1. Procedure details: In a three-necked flaks, 1,1,1-tris(hydroxymethyl)ethane (200 g) and 2,2-dimethoxypropane (260 g) were suspended in acetone (150 g), one droplet of concentrated sulfuric acid was added thereto at 0° C., and then the mixture was stirred for 2 hours. The temperature was changed back to a room temperature, and the mixture was stirred for 2 hours. After acetone was distilled off, a fraction obtained at 70° C. under reduced pressure (1.7 mmHg) was collected to obtain (1,4,4-trimethyl-3,5-dioxanyl)met... Reactants: Fc1cccc(CBr)n1, Cc1ccc(C(=O)c2c[nH]c3ccccc3c2=O)cc1C, CN(C)C=O, [H-], [Na+]. The product is Cc1ccc(C(=O)c2cn(Cc3cccc(F)n3)c3ccccc3c2=O)cc1C. As a reaction SMILES: [Br:24][CH2:25][c:26]1[n:27][c:28]([F:32])[cH:29][cH:30][cH:31]1.[CH3:1][c:2]1[cH:3][c:4]([C:5](=[O:6])[c:7]2[cH:8][nH:9][c:10]3[cH:11][cH:12][cH:13][cH:14][c:15]3[c:16]2=[O:17])[cH:18][cH:19][c:20]1[CH3:21].[CH3:33][N:34]([CH3:35])[CH:36]=[O:37].[H-:22].[Na+:23]>>[CH3:1][c:2]1[cH:3][c:4]([C:5](=[O:6])[c:7]2[cH:8][n:9]([CH2:25][c:26]3[n:27][c:28]([F:32])[cH:29][cH:30][cH:31]3)[c:10]3[cH:11][cH:12][cH:13][cH:14][c:15]3[c:16]2=[O:17])[cH:18][cH:19][c:20]1[CH3:21]. Reactants: ClC1=CC=C(OC2=C(C=CC=C2)N)C=C1 (2-(4-chlorophenoxy)phenylamine), CCOC(=O)N1[C@@H]2CC[C@H]1CC(=O)C2 (N-(ethoxycarbonyl)-tropinone), C(C)(=O)O (acetic acid), C(C)(=O)O[BH-](OC(C)=O)OC(C)=O.[Na+] (sodium triacetoxyborohydride), ClCCCl (DCE). Reaction conditions: time 10 day. Product: ClC1=C(OC2=C(C=CC=C2)NC2CC3CCC(C2)N3C(=O)OCC)C=CC(=C1)Cl (ethyl 3-(2-(2,4-dichlorophenoxy)phenylamino)-8-azabicyclo[3.2.1]octane-8-carboxylate). Isolated yield 22.0%. RXN SMILES: [Cl:1][C:2]1[CH:15]=[CH:14][C:5]([O:6][C:7]2[CH:12]=[CH:11][CH:10]=[CH:9][C:8]=2[NH2:13])=[CH:4][CH:3]=1.[CH3:16][CH2:17][O:18][C:19]([N:21]1[C@@H:25]2[CH2:26][C:27]([CH2:29][C@H:22]1[CH2:23][CH2:24]2)=O)=[O:20].C(O)(=O)C.C(O[BH-](OC(=O)C)OC(=O)C)(=O)C.[Na+].[Cl:48]CCCl>>[Cl:48][C:14]1[CH:15]=[C:2]([Cl:1])[CH:3]=[CH:4][C:5]=1[O:6][C:7]1[CH:12]=[CH:11][CH:10]=[CH:9][C:8]=1[NH:13][CH:27]1[CH2:29][CH:22]2[N:21]([C:19]([O:18][CH2:17][CH3:16])=[O:20])[CH:25]([CH2:24][CH2:23]2)[CH2:26]1 |f:3.4|. Procedure details: To a solution of 2-(4-chlorophenoxy)phenylamine (130 mg, 0.51 mmol), N-(ethoxycarbonyl)-tropinone (201 mg, 1.02 mmol) and acetic acid (153 mg, 2.55 mmol) in DCE (4 ml), was added sodium triacetoxyborohydride (270 mg, 1.28 mmol). The reaction mixture was allowed to stir at room temperature for 10 days. On return, the reaction was quenched with saturated aqueous sodium sodium bicarbonateonate (15 ml) and extracted with ethyl acetate (2×15 ml). The combined organics were dried (MgSO4), filtered and... Starting materials: C1(=CC=CC=C1)OS(N)(=O)=O (sulfamic acid phenyl ester), C(CC)C1(CC1)O (1-propylcyclopropanol). The product is C(CC)C1(CC1)OS(N)(=O)=O (sulfamic acid 1-propyl-cyclopropyl ester). Reaction SMILES: [C:1]1([O:7][S:8](=[O:11])(=[O:10])[NH2:9])[CH:6]=[CH:5][CH:4]=[CH:3][CH:2]=1.C(C1(O)CC1)CC>>[CH2:6]([C:1]1([O:7][S:8](=[O:10])(=[O:11])[NH2:9])[CH2:2][CH2:3]1)[CH2:5][CH3:4]. Procedure: Sulfamic acid 1-propyl-cyclopropyl ester was synthesized according to the method presented in the synthesis of sulfamic acid phenyl ester in Example 1 with the exception of utilizing 1-propylcyclopropanol (synthesized by methods reported in Synthesis 1991, 234) to obtain sulfamic acid 1-propyl-cyclopropyl ester. Starting materials: ClC=1C(N2C=3C(=C(C=NC3C1)F)C(C2)(O)CN2CCC(CC2)NC(OC(C)(C)C)=O)=O (1,1-dimethylethyl {1-[((4R/S)-8-chloro-3-fluoro-4-hydroxy-7-oxo-4,5-dihydro-7H-pyrrolo[3,2,1-de]-1,5-naphthyridin-4-yl)methyl]-4-piperidinyl}carbamate), solution, Cl (HCl). The solvent is ClCCl.CO (dichloromethane methanol), O1CCOCC1 (1,4-dioxane). Run at time 30 minute. Product: NC1CCN(CC1)CC1(CN2C=3C1=C(C=NC3C=C(C2=O)Cl)F)O ((4R/S)-4-[(4-amino-1-piperidinyl)methyl]-8-chloro-3-fluoro-4-hydroxy-4,5-dihydro-7H-pyrrolo[3,2,1-de]-1,5-naphthyridin-7-one). Reaction SMILES: [Cl:1][C:2]1[C:3](=[O:31])[N:4]2[CH2:14][C:13]([CH2:16][N:17]3[CH2:22][CH2:21][CH:20]([NH:23]C(=O)OC(C)(C)C)[CH2:19][CH2:18]3)([OH:15])[C:6]3=[C:7]([F:12])[CH:8]=[N:9][C:10]([CH:11]=1)=[C:5]23.Cl>ClCCl.CO.O1CCOCC1>[NH2:23][CH:20]1[CH2:19][CH2:18][N:17]([CH2:16][C:13]2([OH:15])[C:6]3=[C:7]([F:12])[CH:8]=[N:9][C:10]4[CH:11]=[C:2]([Cl:1])[C:3](=[O:31])[N:4]([C:5]=43)[CH2:14]2)[CH2:22][CH2:21]1 |f:2.3|. Procedure details: A solution of crude 1,1-dimethylethyl {1-[((4R/S)-8-chloro-3-fluoro-4-hydroxy-7-oxo-4,5-dihydro-7H-pyrrolo[3,2,1-de]-1,5-naphthyridin-4-yl)methyl]-4-piperidinyl}carbamate (˜1 g, 2 mmol) in dichloromethane/methanol (20 mL/20 mL) was treated with a 4M solution of HCl in 1,4-dioxane ((20 mL) was stirred at room temperature, under argon, for 30 min. The reaction mixture was evaporated, dissolved in water (˜10 mL), basified by addition of solid sodium carbonate and evaporated. The residue was stirred... Reactants: CN1CCOCC1 (N-methylmorpholine), C(CC)N1C(=O)N(C(=O)C(=C1N)N)CCC (1,3-di-n-propyl-5,6-diaminouracil), C1(=CC=CC=C1)C(CC(=O)O)C (3-phenylbutyric acid), O1CCCC1 (tetrahydrofuran), ClC(=O)OCC(C)C (isobutyl chloroformate). Solvent: C(C)OCC (diethyl ether). Run at temperature -20 celsius. Yields the product NC1=C(C(C(C(C1CCC)=O)CCC)=O)NC(CC(C)C1=CC=CC=C1)=O (N-(2-amino-4,6-dioxo-3,5-dipropylcyclohex-1-enyl)-3-phenylbutyramide). Reaction SMILES: [C:1]1([CH:7]([CH3:12])[CH2:8][C:9]([OH:11])=O)[CH:6]=[CH:5][CH:4]=[CH:3][CH:2]=1.C[N:14]1[CH2:19][CH2:18][O:17]CC1.ClC(O[CH2:24][CH:25](C)[CH3:26])=O.C(N1[C:38]([NH2:39])=[C:37](N)[C:35](=[O:36])N(CCC)C1=O)CC.O1[CH2:48][CH2:47][CH2:46][CH2:45]1>C(OCC)C>[NH2:39][C:38]1[CH:37]([CH2:24][CH2:25][CH3:26])[C:35](=[O:36])[CH:45]([CH2:46][CH2:47][CH3:48])[C:18](=[O:17])[C:19]=1[NH:14][C:9](=[O:11])[CH2:8][CH:7]([C:1]1[CH:2]=[CH:3][CH:4]=[CH:5][CH:6]=1)[CH3:12]. Procedure details: Dissolve 3-phenylbutyric acid (1.0 g, 6.1 mmol) in tetrahydrofuran (20 ml), treat with N-methylmorpholine (0.67 ml, 6.1 mmol) and cool to -20° C. Add isobutyl chloroformate (0.79 ml, 6.1 mmol) and stir for 20 minutes. Then add 1,3-di-n-propyl-5,6-diaminouracil (1.4 g, 6.1 mmol, in 5 ml dimethylformamide) and stir the reaction at -20° C. for 3 hours. Then dilute the reaction with diethyl ether (400 ml) and separate the layers. Rinse the organic layer with saturated sodium bicarbonate (200 ml), 50... Reactants: CCCCCCCCCCCCCCCC(=O)OC(CCCCCCCCCCCCCCC)CC(=O)O, CC(N)C(=O)NC(C(=O)O)C(C)O. Yields the product CCCCCCCCCCCCCCCC(=O)OC(CCCCCCCCCCCCCCC)CC(=O)NC(C)C(=O)NC(C(=O)O)C(C)O. RXN SMILES: [C:1]([CH2:2][CH2:3][CH2:4][CH2:5][CH2:6][CH2:7][CH2:8][CH2:9][CH2:10][CH2:11][CH2:12][CH2:13][CH2:14][CH2:15][CH3:16])(=[O:17])[O:18][CH:19]([CH2:20][C:21](=[O:22])[OH:23])[CH2:24][CH2:25][CH2:26][CH2:27][CH2:28][CH2:29][CH2:30][CH2:31][CH2:32][CH2:33][CH2:34][CH2:35][CH2:36][CH2:37][CH3:38].[NH2:39][CH:40]([CH3:41])[C:42](=[O:43])[NH:44][CH:45]([CH:46]([OH:47])[CH3:48])[C:49](=[O:50])[OH:51]>>[C:1]([CH2:2][CH2:3][CH2:4][CH2:5][CH2:6][CH2:7][CH2:8][CH2:9][CH2:10][CH2:11][CH2:12][CH2:13][CH2:14][CH2:15][CH3:16])(=[O:17])[O:18][CH:19]([CH2:20][C:21](=[O:23])[NH:39][CH:40]([CH3:41])[C:42](=[O:43])[NH:44][CH:45]([CH:46]([OH:47])[CH3:48])[C:49](=[O:50])[OH:51])[CH2:24][CH2:25][CH2:26][CH2:27][CH2:28][CH2:29][CH2:30][CH2:31][CH2:32][CH2:33][CH2:34][CH2:35][CH2:36][CH2:37][CH3:38].